describe an organic reaction: reactants, conditions, products, and yield From a dataset of the Open Reaction Database (ORD), a public repository of structured organic reaction records. Starting materials: ( 6 ), ( 4 ), CC1=CC=C(C=C1)S(=O)(=O)OCC1COC2=C(O1)C=C(C=C2)S(=O)(=O)C ([7-(methylsulfonyl)-2,3-dihydro-1,4-benzodioxin-2-yl]methyl 4-methylbenzenesulfonate), C(C=C)N (prop-2-en-1-amine), ( 4 ). Solvent: C(C)#N (ACN). Run at temperature 120 celsius. Yields the product CS(=O)(=O)C=1C=CC2=C(OC(CO2)CNCC=C)C1 (N-{[7-(METHYLSULFONYL)-2,3-DIHYDRO-1,4-BENZODIOXIN-2-YL]METHYL}PROP-2-EN-1-AMINE). RXN SMILES: CC1C=CC(S(O[CH2:12][CH:13]2[O:18][C:17]3[CH:19]=[C:20]([S:23]([CH3:26])(=[O:25])=[O:24])[CH:21]=[CH:22][C:16]=3[O:15][CH2:14]2)(=O)=O)=CC=1.[CH2:27]([NH2:30])[CH:28]=[CH2:29]>C(#N)C>[CH3:26][S:23]([C:20]1[CH:21]=[CH:22][C:16]2[O:15][CH2:14][CH:13]([CH2:12][NH:30][CH2:27][CH:28]=[CH2:29])[O:18][C:17]=2[CH:19]=1)(=[O:24])=[O:25]. Procedure details: A mixture of [7-(methylsulfonyl)-2,3-dihydro-1,4-benzodioxin-2-yl]methyl 4-methylbenzenesulfonate (0.018 g, 0.046 mmol), prop-2-en-1-amine (0.5 ml) and ACN (3 ml) was heated under microwave radiation at 120° C. for 20 min. MS m/z (rel. intensity, 70 eV) 283 (M+, 4), 79 (4), 71 (6), 70 (bp), 68 (4). RXN SMILES: [CH2:1]([O:2][C:3](=[O:4])[NH:11][CH:12]1[C:13](=[O:23])[NH:14][CH:15]1[O:16][c:17]1[cH:18][cH:19][cH:20][cH:21][cH:22]1)[c:5]1[cH:6][cH:7][cH:8][cH:9][cH:10]1.[CH2:26]1[O:27][CH2:28][CH2:29][CH2:30]1.[CH3:31][CH2:32][O:33][C:34](=[O:35])[CH3:36].[H:24][H:25]>>[NH2:11][CH:12]1[C:13](=[O:23])[NH:14][CH:15]1[O:16][c:17]1[cH:18][cH:19][cH:20][cH:21][cH:22]1. Reactants: O=C(NC1C(=O)NC1Oc1ccccc1)OCc1ccccc1, C1CCOC1, CCOC(C)=O, [H][H]. Product: NC1C(=O)NC1Oc1ccccc1. The reactants are CCN(CC)S(F)(F)F, CONC(CO)Cc1c(Cl)cc(Cl)cc1Cl, ClCCl. Yields the product CONC(CF)Cc1c(Cl)cc(Cl)cc1Cl. As a reaction SMILES: [CH2:17]([N:18]([S:19]([F:20])([F:21])[F:23])[CH2:22][CH3:24])[CH3:25].[CH3:1][O:2][NH:3][CH:4]([CH2:5][OH:6])[CH2:7][c:8]1[c:9]([Cl:16])[cH:10][c:11]([Cl:15])[cH:12][c:13]1[Cl:14].[Cl:26][CH2:27][Cl:28]>>[CH3:1][O:2][NH:3][CH:4]([CH2:5][F:23])[CH2:7][c:8]1[c:9]([Cl:16])[cH:10][c:11]([Cl:15])[cH:12][c:13]1[Cl:14]. Starting materials: N1=C(C=CC=C1CO)CO (pyridine-2,6-dimethanol), C(C)(C)(CC(C)(C)C)C1=CC=C(C=C1)O (para-tert.-octyl phenol). Product: C(C)(C)(CC(C)(C)C)C=1C=C(C(O)=CC1)O (4-tert.-octyl pyrocatechol). The yield is 54.0%. RXN SMILES: N1C(C[OH:8])=CC=CC=1CO.[C:11]([C:19]1[CH:24]=[CH:23][C:22]([OH:25])=[CH:21][CH:20]=1)([CH2:14][C:15]([CH3:18])([CH3:17])[CH3:16])([CH3:13])[CH3:12]>>[C:11]([C:19]1[CH:24]=[C:23]([OH:8])[C:22](=[CH:21][CH:20]=1)[OH:25])([CH2:14][C:15]([CH3:18])([CH3:17])[CH3:16])([CH3:12])[CH3:13]. Procedure details: The procedure of Example 9 was repeated, except 0.2% by weight of pyridine-2,6-dimethanol was used as a catalyst and the reaction was carried out at 50°C. Consequently, the conversion of para-tert.-octyl phenol was 6.2%, 4-tert.-octyl pyrocatechol was formed in a yield of 54% based on the converted octyl phenol and the conversion of perpropionic acid was 97.2%. Starting materials: O=C([O-])O, CC(Oc1ccc(Oc2cnc3cc(Cl)ccc3c2)cc1)C(N)=O, [Na+], O, O=P(Cl)(Cl)Cl. Product: CC(C#N)Oc1ccc(Oc2cnc3cc(Cl)ccc3c2)cc1. As a reaction SMILES: [C:30](=[O:31])([OH:32])[O-:33].[Cl:1][c:2]1[cH:3][cH:4][c:5]2[cH:6][c:7]([O:12][c:13]3[cH:14][cH:15][c:16]([O:17][CH:18]([C:19](=[O:20])[NH2:21])[CH3:22])[cH:23][cH:24]3)[cH:8][n:9][c:10]2[cH:11]1.[Na+:34].[OH2:35].[P:25]([Cl:26])([Cl:27])([Cl:28])=[O:29]>>[Cl:1][c:2]1[cH:3][cH:4][c:5]2[cH:6][c:7]([O:12][c:13]3[cH:14][cH:15][c:16]([O:17][CH:18]([C:19]#[N:21])[CH3:22])[cH:23][cH:24]3)[cH:8][n:9][c:10]2[cH:11]1. Starting materials: CO (methanol), C(O)([O-])=O.[Na+] (sodium hydrogencarbonate), O1C(OCC1)C1=CC=C(CNC2=CC=CC=C2)C=C1 ((4-[1,3]dioxolane-2-yl-benzyl)-phenyl-amine), Cl (hydrochloric acid). The solvent is O1CCCC1 (tetrahydrofuran). Conditions: time 1 hour. Yields the product C1(=CC=CC=C1)NCC1=CC=C(C=O)C=C1 (4-Phenylaminomethyl-benzaldehyde). Yield: 101.6%. Reaction SMILES: CO.[O:3]1CCO[CH:4]1[C:8]1[CH:21]=[CH:20][C:11]([CH2:12][NH:13][C:14]2[CH:19]=[CH:18][CH:17]=[CH:16][CH:15]=2)=[CH:10][CH:9]=1.Cl.C(=O)([O-])O.[Na+]>O1CCCC1>[C:14]1([NH:13][CH2:12][C:11]2[CH:10]=[CH:9][C:8]([CH:4]=[O:3])=[CH:21][CH:20]=2)[CH:15]=[CH:16][CH:17]=[CH:18][CH:19]=1 |f:3.4|. Procedure details: To a mixture solution of methanol and tetrahydrofuran (1:1, 20 mL) of (4-[1,3]dioxolane-2-yl-benzyl)-phenyl-amine (4.16 g, 16.3 mmol) described in Manufacturing Example 73-1-2 was added 5N hydrochloric acid (20 mL). This mixture was stirred for 1 hour at room temperature. This mixture was neutralized with saturated aqueous sodium hydrogencarbonate solution, and extracted with ethyl acetate. The organic layer was separated, washed with water, dried over anhydrous magnesium sulfate, and filtered. ... Reactants: N1=CC=C(C=C1)C=1NC(=NN1)S (5-pyridin-4-yl-4H-[1,2,4]triazole-3-thiol), [H-].[Na+] (sodium hydride), Compound 95, CC=1C=C(C=NNC2=NC(=NC(=C2)N2CCOCC2)CCOS(=O)(=O)C)C=CC1 (methanesulfonic acid 2-{4-[N′-(3-methyl-benzylidene)-hydrazino]-6-morpholin-4-yl-pyrimidin-2-yl}-ethyl ester). Solvent: O1CCCC1 (tetrahydrofuran). Product: Compound 25, CC=1C=C(C=NNC2=NC(=NC(=C2)N2CCOCC2)CCSC2=NN=C(N2)C2=CC=NC=C2)C=CC1 (N-(3-methyl-benzylidene)-N′-{6-morpholin-4-yl-2-[2-(5-pyridin-4-yl-4H-[1,2,4]triazol-3-ylsulfanyl)-ethyl]-pyrimidin-4-yl}-hydrazine). Isolated yield 56.5%. RXN SMILES: [CH3:1][C:2]1[CH:3]=[C:4]([CH:27]=[CH:28][CH:29]=1)[CH:5]=[N:6][NH:7][C:8]1[CH:13]=[C:12]([N:14]2[CH2:19][CH2:18][O:17][CH2:16][CH2:15]2)[N:11]=[C:10]([CH2:20][CH2:21]OS(C)(=O)=O)[N:9]=1.[N:30]1[CH:35]=[CH:34][C:33]([C:36]2[NH:37][C:38]([SH:41])=[N:39][N:40]=2)=[CH:32][CH:31]=1.[H-].[Na+]>O1CCCC1>[CH3:1][C:2]1[CH:3]=[C:4]([CH:27]=[CH:28][CH:29]=1)[CH:5]=[N:6][NH:7][C:8]1[CH:13]=[C:12]([N:14]2[CH2:19][CH2:18][O:17][CH2:16][CH2:15]2)[N:11]=[C:10]([CH2:20][CH2:21][S:41][C:38]2[NH:37][C:36]([C:33]3[CH:34]=[CH:35][N:30]=[CH:31][CH:32]=3)=[N:40][N:39]=2)[N:9]=1 |f:2.3|. Reported procedure: Compound 95, methanesulfonic acid 2-{4-[N′-(3-methyl-benzylidene)-hydrazino]-6-morpholin-4-yl-pyrimidin-2-yl}-ethyl ester (50 mg., 0.12 mmol) was dissolved in tetrahydrofuran (2 mL). To the reaction mixture was added 5-pyridin-4-yl-4H-[1,2,4]triazole-3-thiol (124 mg., 0.66 mmol) and sodium hydride (12 mg., 0.5 mmol) and the vessel was stirred at room temperature for sixteen hours. The solvent was removed under reduced pressure and the crude oil was purified by column chromatography to give Compo...